From a dataset of the Open Reaction Database (ORD), a public repository of structured organic reaction records. describe an organic reaction: reactants, conditions, products, and yield Starting materials: ClC(Cl)(OC(OC(Cl)(Cl)Cl)=O)Cl (triphosgene), CO (Methanol), COC=1C=C2C(=CC=NC2=CC1OC)OC1=C(C(=C(N)C=C1)C)C (4-[(6,7-Dimethoxy-4-quinolyl)oxy]-2,3-dimethyl-aniline), NC1=CC=CC(=N1)C (6-amino-2-picoline). Solvent: C(C)N(CC)CC (triethylamine), ClCCl (dichloromethane), C(Cl)(Cl)Cl (chloroform). Reaction conditions: time 30 minute. Yields the product COC=1C=C2C(=CC=NC2=CC1OC)OC1=C(C(=C(C=C1)NC(=O)NC1=NC(=CC=C1)C)C)C (N-{4-[(6,7-Dimethoxy-4-quinoly)oxy ]-2,3-dimethylphenyl}-N′-(6-methyl-2-pyridyl)urea). Yield: 37.7%. As a reaction SMILES: [CH3:1][O:2][C:3]1[CH:4]=[C:5]2[C:10](=[CH:11][C:12]=1[O:13][CH3:14])[N:9]=[CH:8][CH:7]=[C:6]2[O:15][C:16]1[CH:22]=[CH:21][C:19]([NH2:20])=[C:18]([CH3:23])[C:17]=1[CH3:24].ClC(Cl)(O[C:29](=[O:35])OC(Cl)(Cl)Cl)Cl.[NH2:37][C:38]1[N:43]=[C:42]([CH3:44])[CH:41]=[CH:40][CH:39]=1.CO>C(Cl)(Cl)Cl.C(N(CC)CC)C.ClCCl>[CH3:1][O:2][C:3]1[CH:4]=[C:5]2[C:10](=[CH:11][C:12]=1[O:13][CH3:14])[N:9]=[CH:8][CH:7]=[C:6]2[O:15][C:16]1[CH:22]=[CH:21][C:19]([NH:20][C:29]([NH:37][C:38]2[CH:39]=[CH:40][CH:41]=[C:42]([CH3:44])[N:43]=2)=[O:35])=[C:18]([CH3:23])[C:17]=1[CH3:24]. Reported procedure: 4-[(6,7-Dimethoxy-4-quinolyl)oxy]-2,3-dimethyl-aniline (120 mg) was dissolved in chloroform (10 ml) and triethylamine (1 ml), and a solution of triphosgene (110 mg) in dichloromethane was then added to the solution. The mixture was stirred at room temperature for 30 min. Next, 6-amino-2-picoline (120 mg) was added to the reaction solution, and the mixture was heated under reflux overnight. Methanol was added to the reaction solution, and the solvent was removed by distillation under the reduced ... Starting materials: C[Mg]Br (methylmagnesium bromide), C(=O)C1=CC=C(C(=O)OC(C)(C)C)C=C1 (t-Butyl p-formylbenzoate), C(C)OCC (diethyl ether), [Cl-].[NH4+] (ammonium chloride). Product: OCCC1=CC=C(C(=O)OC(C)(C)C)C=C1 (t-butyl 4-(hydroxyethyl)benzoate). Reaction SMILES: [CH:1]([C:3]1[CH:15]=[CH:14][C:6]([C:7]([O:9][C:10]([CH3:13])([CH3:12])[CH3:11])=[O:8])=[CH:5][CH:4]=1)=O.C[Mg]Br.[Cl-].[NH4+].[CH2:21]([O:23]CC)C>>[OH:23][CH2:21][CH2:1][C:3]1[CH:15]=[CH:14][C:6]([C:7]([O:9][C:10]([CH3:13])([CH3:12])[CH3:11])=[O:8])=[CH:5][CH:4]=1 |f:2.3|. Reported procedure: t-Butyl p-formylbenzoate (20 g, 97 mmol) was dissolved in dry diethyl ether (300 ml), followed by the dropwise addition of methylmagnesium bromide (3M ethereal solution, 33 ml) under cooling with ice and stirring. The obtained mixture was stirred for one hour and poured into a saturated aqueous solution of ammonium chloride, and the obtained mixture was extracted with ether. The ethereal phase was washed with water, dried and distilled to remove the solvent. The pale-yellow viscous liquid residu... Reactants: OC1CC(NC(C1)(C)C)(C)C (4-hydroxy-2,2,6,6-tetramethylpiperidine), O1C(COC(=O)C2C(CCCC2)C(=O)OCC2CO2)C1 (bis(2,3-epoxypropyl)1,2-cyclohexanedicarboxylate). The solvent is C1=CC=CC=C1 (benzene). Reaction conditions: time 5 hour. The product is OC(COC(=O)C1C(CCCC1)C(=O)OCC(CN1C(CC(CC1(C)C)O)(C)C)O)CN1C(CC(CC1(C)C)O)(C)C (bis[2-hydroxy-3-(4-hydroxy-2,2,6,6-tetramethylpiperidino)propyl]1,2-cyclohexanedicarboxylate). As a reaction SMILES: [OH:1][CH:2]1[CH2:7][C:6]([CH3:9])([CH3:8])[NH:5][C:4]([CH3:11])([CH3:10])[CH2:3]1.[O:12]1[CH2:31][CH:13]1[CH2:14][O:15][C:16]([CH:18]1[CH2:23][CH2:22][CH2:21][CH2:20][CH:19]1[C:24]([O:26][CH2:27][CH:28]1[O:30][CH2:29]1)=[O:25])=[O:17]>C1C=CC=CC=1>[OH:12][CH:13]([CH2:31][N:5]1[C:6]([CH3:8])([CH3:9])[CH2:7][CH:2]([OH:1])[CH2:3][C:4]1([CH3:11])[CH3:10])[CH2:14][O:15][C:16]([CH:18]1[CH2:23][CH2:22][CH2:21][CH2:20][CH:19]1[C:24]([O:26][CH2:27][CH:28]([OH:30])[CH2:29][N:5]1[C:4]([CH3:11])([CH3:10])[CH2:3][CH:2]([OH:1])[CH2:7][C:6]1([CH3:9])[CH3:8])=[O:25])=[O:17]. Procedure details: A mixture of 11.0 g of 4-hydroxy-2,2,6,6-tetramethylpiperidine and 7.0 g of bis(2,3-epoxypropyl)1,2-cyclohexanedicarboxylate was heated, with stirring, at 170°-180° C. for 5 hours. After completion of the reaction, benzene was added to the reaction mixture and then the benzene solution was washed with water and dried over anhydrous potassium carbonate. The solvent was evaporated under reduced pressure from the benzene solution, leaving a residue, which was then purified by column chromatography ...